Task: describe an organic reaction: reactants, conditions, products, and yield. Dataset: the Open Reaction Database (ORD), a public repository of structured organic reaction records Starting materials: ON=CC=1C(NC(NC1)=O)=O (5-hydroxyiminomethyl-2,4(1H,3H)-pyrimidinedione), C(C1=CC=CC=C1)Br (benzyl bromide). The product is C(C1=CC=CC=C1)N1C(NC(C(=C1)C=NO)=O)=O (1-benzyl-5-hydroxyiminomethyl-2,4(1H,3H)-pyrimidinedione). RXN SMILES: [OH:1][N:2]=[CH:3][C:4]1[C:5](=[O:11])[NH:6][C:7](=[O:10])[NH:8][CH:9]=1.[CH2:12](Br)[C:13]1[CH:18]=[CH:17][CH:16]=[CH:15][CH:14]=1>>[CH2:12]([N:8]1[CH:9]=[C:4]([CH:3]=[N:2][OH:1])[C:5](=[O:11])[NH:6][C:7]1=[O:10])[C:13]1[CH:18]=[CH:17][CH:16]=[CH:15][CH:14]=1. Reported procedure: substituting 5-hydroxyiminomethyl-2,4(1H,3H)-pyrimidinedione and benzyl bromide gave 1-benzyl-5-hydroxyiminomethyl-2,4(1H,3H)-pyrimidinedione, m.p. 172°-174° C.; and Starting materials: FCBr, CCOC(C)=O, CN(C)C=O, COC(=O)C(=CO)c1ccccc1C, [Na]. The product is COC(=O)C(=COCF)c1ccccc1C. RXN SMILES: [Br:1][CH2:2][F:3].[CH3:19][CH2:20][O:21][C:22](=[O:23])[CH3:24].[CH3:25][N:26]([CH3:27])[CH:28]=[O:29].[CH3:5][O:6][C:7]([C:8](=[CH:9][OH:10])[c:11]1[c:12]([CH3:17])[cH:13][cH:14][cH:15][cH:16]1)=[O:18].[Na:4]>>[CH2:2]([F:3])[O:10][CH:9]=[C:8]([C:7]([O:6][CH3:5])=[O:18])[c:11]1[c:12]([CH3:17])[cH:13][cH:14][cH:15][cH:16]1. Reactants: Cl (hydrochloric acid), ClC1=CC(=CC=C1)C(=O)OO (m-chloroperbenzoic acid), epoxy cyanohydrin, CC(C#N)(CCC(=C)C)O (2,5-dimethyl-2-hydroxy-5-hexenenitrile). Run in C(Cl)Cl (methylene chloride). Reaction conditions: time 30 minute. The product is OCC1(CCC(O1)(C#N)C)C (Tetrahydro-5-(hydroxymethyl)-2,5-dimethyl-2-furancarbonitrile). Yield: 64.1%. Reaction SMILES: ClC1C=CC=C(C(OO)=[O:9])C=1.[CH3:12][C:13]([OH:21])([CH2:16][CH2:17][C:18]([CH3:20])=[CH2:19])[C:14]#[N:15].Cl>C(Cl)Cl>[OH:9][CH2:19][C:18]1([CH3:20])[O:21][C:13]([CH3:12])([C:14]#[N:15])[CH2:16][CH2:17]1. Reported procedure: To a cooled (ice bath) and stirred mixture of 139.52 g 86% m-chloroperbenzoic acid in 2 liters methylene chloride was added 87.98 g of crude 2,5-dimethyl-2-hydroxy-5-hexenenitrile. After 30 minutes at 3° C., the mixture was allowed to warm to room temperature (ca 25° C.). The resulting mixture, which contained the intermediate epoxy cyanohydrin, was then treated with 790 ml of 0.12 N hydrochloric acid to effect cyclization. After stirring vigorously for an additional 2 hours at ca 25° C., the or...